This data is from the Open Reaction Database (ORD), a public repository of structured organic reaction records. The task is: describe an organic reaction: reactants, conditions, products, and yield The reactants are O=C[C@H](O)[C@@H](O)[C@H](O)[C@H](O)CO (D-glucose), C(=O)(O)CCCNC[C@H](O)[C@@H](O)[C@H](O)[C@H](O)CO (N-3-carboxypropyl glucamine). Product: C(=O)(O)CCCNC[C@H]1[C@H]([C@@H]([C@](CO)(O)O1)O)O (6-(3-carboxypropyl)amino-6-deoxy-α-L-sorbofuranose). RXN SMILES: O=C[C@@H]([C@H]([C@@H]([C@@H](CO)O)O)O)O.[C:13]([CH2:16][CH2:17][CH2:18][NH:19][CH2:20][C@@H:21]([C@H:23]([C@@H:25]([C@@H:27]([CH2:29][OH:30])[OH:28])[OH:26])[OH:24])[OH:22])([OH:15])=[O:14]>>[C:13]([CH2:16][CH2:17][CH2:18][NH:19][CH2:20][C@@H:21]1[O:22][C@:27]([OH:28])([CH2:29][OH:30])[C@@H:25]([OH:26])[C@@H:23]1[OH:24])([OH:15])=[O:14]. Reported procedure: The process of claim 1 in which D-glucose is aminated to N-3-carboxypropyl glucamine which in turn is oxidized to produce 6-(3-carboxypropyl)amino-6-deoxy-α-L-sorbofuranose which is reduced to produce N-(3-carboxypropyl)-1-deoxynojirimycin. As a reaction SMILES: [C:26](#[N:27])[BH3-:28].[CH3:2][C:3](=[O:4])[O-:5].[CH3:30][OH:31].[CH3:6][O:7][c:8]1[cH:9][c:10]2[c:15]([cH:16][cH:17]1)[CH:14]([CH2:18][c:19]1[cH:20][cH:21][cH:22][cH:23][cH:24]1)[C:13](=[O:25])[CH2:12][CH2:11]2.[NH4+:1].[Na+:29]>>[CH3:6][O:7][c:8]1[cH:9][c:10]2[c:15]([cH:16][cH:17]1)[CH:14]([CH2:18][c:19]1[cH:20][cH:21][cH:22][cH:23][cH:24]1)[CH:13]([NH2:27])[CH2:12][CH2:11]2. Reactants: [BH3-]C#N, CC(=O)[O-], CO, COc1ccc2c(c1)CCC(=O)C2Cc1ccccc1, [NH4+], [Na+]. Product: COc1ccc2c(c1)CCC(N)C2Cc1ccccc1.